From a dataset of the Open Reaction Database (ORD), a public repository of structured organic reaction records. describe an organic reaction: reactants, conditions, products, and yield Reactants: C(C)(=O)SCC(C(=O)NC=1C=C(C(=O)OC)C=CN1)CC1=CC=CC=C1 (methyl 2-(2-acetylthiomethyl-3-phenyl-propionamido)-isonicotinate), C(C)(=O)SCC(C(=O)NC1=C(C(=O)OC)C=CC=N1)C (methyl 2-(2-acetylthiomethyl-propionamido)-nicotinate). Yields the product SCC(C(=O)NC=1C=C(C(=O)O)C=CN1)CC1=CC=CC=C1 (2-(2-mercaptomethyl-3-phenyl-propionamido)-isonicotinic acid). As a reaction SMILES: C([S:4][CH2:5][CH:6]([CH2:20][C:21]1[CH:26]=[CH:25][CH:24]=[CH:23][CH:22]=1)[C:7]([NH:9][C:10]1[CH:11]=[C:12]([CH:17]=[CH:18][N:19]=1)[C:13]([O:15]C)=[O:14])=[O:8])(=O)C.C(SCC(C)C(NC1N=CC=CC=1C(OC)=O)=O)(=O)C>>[SH:4][CH2:5][CH:6]([CH2:20][C:21]1[CH:22]=[CH:23][CH:24]=[CH:25][CH:26]=1)[C:7]([NH:9][C:10]1[CH:11]=[C:12]([CH:17]=[CH:18][N:19]=1)[C:13]([OH:15])=[O:14])=[O:8]. Procedure: Following the procedure of Example 3, but substituting an equivalent amount of methyl 2-(2-acetylthiomethyl-3-phenyl-propionamido)-isonicotinate, obtained as disclosed in Example 27, for methyl 2-(2-acetylthiomethyl-propionamido)-nicotinate and purifying by chromatography on silica gel column, eluting with methylene chloride/methanol 95:5; 2-(2-mercaptomethyl-3-phenyl-propionamido)-isonicotinic acid is obtained; m.p. 234°-236° C., from absolute ethanol. Starting materials: C(=C)(C)[C@@]1([C@](CO)(O)OC[C@H]([C@H]1OC)OC)O (3-Isopropenyl-4,5-di-O-methyl-β-D-psicopyranose), S(=O)(=O)(C1=CC=C(C)C=C1)Cl (tosyl chloride). Run in N1=CC=CC=C1 (pyridine), C(C)OCC.CCCCC (diethyl ether pentane). The product is C1(=CC=C(C=C1)S(=O)(=O)C(O)[C@]1(O)[C@](O)([C@H](OC)[C@H](OC)CO1)C(=C)C)C (1-para-Toluenesulfonyl-3-isopropenyl-4,5-di-O-methyl-β-D-psicopyranos). Yield: 70.8%. RXN SMILES: [C:1]([C@@:4]1([OH:17])[C@H:12]([O:13][CH3:14])[C@H:11]([O:15][CH3:16])[CH2:10][O:9][C@:5]1([OH:8])[CH2:6][OH:7])([CH3:3])=[CH2:2].[S:18](Cl)([C:21]1[CH:27]=[CH:26][C:24]([CH3:25])=[CH:23][CH:22]=1)(=[O:20])=[O:19]>N1C=CC=CC=1.C(OCC)C.CCCCC>[C:24]1([CH3:25])[CH:26]=[CH:27][C:21]([S:18]([CH:6]([C@:5]2([O:9][CH2:10][C@@H:11]([O:15][CH3:16])[C@@H:12]([O:13][CH3:14])[C@@:4]2([C:1]([CH3:3])=[CH2:2])[OH:17])[OH:8])[OH:7])(=[O:20])=[O:19])=[CH:22][CH:23]=1 |f:3.4|. Procedure: Following the procedure described for the preparation of Example 10, starting from 0.80 g (3.22 mmol) of the compound obtained in Example 29 and 1.53 g of tosyl chloride in 15 ml of anhydrous pyridine, then purification by chromatography on silica gel (eluant: diethyl ether/pentane, 2:1), 0.92 g (2.28 mmol) of the desired product in the form of a white-coloured foam is obtained. Reactants: COC(=O)c1ccnc(N)c1, CCOC(C)=O, O=C1CCC(=O)N1Br, CN(C)C=O. The product is COC(=O)c1cc(N)ncc1Br. RXN SMILES: [CH3:1][O:2][C:3]([c:4]1[cH:5][c:6]([NH2:10])[n:7][cH:8][cH:9]1)=[O:11].[CH3:25][CH2:26][O:27][C:28]([CH3:29])=[O:30].[O:12]=[C:13]1[N:14]([Br:19])[C:15](=[O:16])[CH2:17][CH2:18]1.[O:20]=[CH:21][N:22]([CH3:23])[CH3:24]>>[CH3:1][O:2][C:3]([c:4]1[cH:5][c:6]([NH2:10])[n:7][cH:8][c:9]1[Br:19])=[O:11]. Starting materials: CS(=O)(=O)N1CCN(CC1)[C@H](C(=O)OC)CNC(C1=CC=C(C=C1)OCC1=CC=C(C=C1)C(F)(F)F)=O (methyl (S)-2-(4-methanesulphonylpiperazin-1-yl)-3-[4-(4-trifluoromethylbenzyloxy)-benzoylamino]propanoate), CS(=O)(=O)N1CCN(CC1)[C@H](C(=O)O)CNC(C1=CC=C(C=C1)OCC1=CC=C(C=C1)F)=O ((S)-2-(4-methanesulphonylpiperazin-1-yl)-3-[4-(4-fluorobenzyl-oxy)benzoylamino]propanoic acid). The product is CS(=O)(=O)N1CCN(CC1)[C@H](C(=O)O)CNC(C1=CC=C(C=C1)OCC1=CC=C(C=C1)C(F)(F)F)=O ((S)-2-(4-Methanesulphonylpiperazin-1-yl)-3-[4-(4-trifluoromethylbenzyloxy)benzoylamino]propanoic acid). RXN SMILES: [CH3:1][S:2]([N:5]1[CH2:10][CH2:9][N:8]([C@@H:11]([CH2:16][NH:17][C:18](=[O:37])[C:19]2[CH:24]=[CH:23][C:22]([O:25][CH2:26][C:27]3[CH:32]=[CH:31][C:30]([C:33]([F:36])([F:35])[F:34])=[CH:29][CH:28]=3)=[CH:21][CH:20]=2)[C:12]([O:14]C)=[O:13])[CH2:7][CH2:6]1)(=[O:4])=[O:3].CS(N1CCN([C@@H](CNC(=O)C2C=CC(OCC3C=CC(F)=CC=3)=CC=2)C(O)=O)CC1)(=O)=O>>[CH3:1][S:2]([N:5]1[CH2:6][CH2:7][N:8]([C@@H:11]([CH2:16][NH:17][C:18](=[O:37])[C:19]2[CH:20]=[CH:21][C:22]([O:25][CH2:26][C:27]3[CH:32]=[CH:31][C:30]([C:33]([F:34])([F:35])[F:36])=[CH:29][CH:28]=3)=[CH:23][CH:24]=2)[C:12]([OH:14])=[O:13])[CH2:9][CH2:10]1)(=[O:3])=[O:4]. Reported procedure: In a manner similar to example 2-5, starting from 240 mg (0.4 mmol) of methyl (S)-2-(4-methanesulphonylpiperazin-1-yl)-3-[4-(4-trifluoromethylbenzyloxy)-benzoylamino]propanoate, 200 mg (82%) of (S)-2-(4-methanesulphonylpiperazin-1-yl)-3-[4-(4-fluorobenzyl-oxy)benzoylamino]propanoic acid are obtained in the form of a white solid. The reactants are BrB(Br)Br, COc1ccc(-c2nc3cc(OC)cc(C#N)c3s2)cc1, Cl. Yields the product COc1cc(C#N)c2sc(-c3ccc(O)cc3)nc2c1. RXN SMILES: [B:23]([Br:24])([Br:25])[Br:26].[CH3:1][O:2][c:3]1[cH:4][c:5]([C:20]#[N:21])[c:6]2[c:7]([n:8][c:9](-[c:11]3[cH:12][cH:13][c:14]([O:17][CH3:18])[cH:15][cH:16]3)[s:10]2)[cH:19]1.[ClH:22]>>[CH3:1][O:2][c:3]1[cH:4][c:5]([C:20]#[N:21])[c:6]2[c:7]([n:8][c:9](-[c:11]3[cH:12][cH:13][c:14]([OH:17])[cH:15][cH:16]3)[s:10]2)[cH:19]1. Yields the product NC(=O)CCC(NC(=O)CCc1ccc(OCc2ccccc2)cc1OCc1ccccc1)C(=O)N1CCN(Cc2ccccc2)CC1. The reactants are O=C(O)CCc1ccc(OCc2ccccc2)cc1OCc1ccccc1, CC(C)(C)OC(=O)NC(CCC(N)=O)C(=O)N1CCN(Cc2ccccc2)CC1. Reaction SMILES: [CH2:1]([c:2]1[cH:3][cH:4][cH:5][cH:6][cH:7]1)[O:8][c:9]1[c:10]([CH2:23][CH2:24][C:25](=[O:26])[OH:27])[cH:11][cH:12][c:13]([O:15][CH2:16][c:17]2[cH:18][cH:19][cH:20][cH:21][cH:22]2)[cH:14]1.[CH2:28]([c:29]1[cH:30][cH:31][cH:32][cH:33][cH:34]1)[N:35]1[CH2:36][CH2:37][N:38]([C:41]([CH:42]([NH:43][C:44]([O:45][C:46]([CH3:47])([CH3:48])[CH3:49])=[O:50])[CH2:51][CH2:52][C:53]([NH2:54])=[O:55])=[O:56])[CH2:39][CH2:40]1>>[CH2:1]([c:2]1[cH:3][cH:4][cH:5][cH:6][cH:7]1)[O:8][c:9]1[c:10]([CH2:23][CH2:24][C:25](=[O:26])[NH:43][CH:42]([C:41]([N:38]2[CH2:37][CH2:36][N:35]([CH2:28][c:29]3[cH:30][cH:31][cH:32][cH:33][cH:34]3)[CH2:40][CH2:39]2)=[O:56])[CH2:51][CH2:52][C:53]([NH2:54])=[O:55])[cH:11][cH:12][c:13]([O:15][CH2:16][c:17]2[cH:18][cH:19][cH:20][cH:21][cH:22]2)[cH:14]1. RXN SMILES: [N:1]1[CH:6]=[CH:5][CH:4]=[CH:3][C:2]=1[C:7]1[CH:15]=[CH:14][C:10]([C:11](O)=[O:12])=[CH:9][CH:8]=1.S(Cl)([Cl:18])=O>>[N:1]1[CH:6]=[CH:5][CH:4]=[CH:3][C:2]=1[C:7]1[CH:15]=[CH:14][C:10]([C:11]([Cl:18])=[O:12])=[CH:9][CH:8]=1. The reactants are N1=C(C=CC=C1)C1=CC=C(C(=O)O)C=C1 (4-(pyridin-2-yl)benzoic acid), S(=O)(Cl)Cl (Thionyl chloride). Procedure details: Thionyl chloride (10 mL) was added to 4-(pyridin-2-yl)benzoic acid (1.8 g, 9 mmol) and the mixture was stirred under reflux overnight. The solvent was evaporated under reduced pressure and the residue was dried in vacuum to give crude 4-(pyridin-2-yl)benzoyl chloride. To a solution of methyl 3-amino-2-hydroxybenzoate (1 g, 6 mmol) and pyridine (480 mg, 6 mmol) in toluene (50 mL) were added the crude 4-(pyridin-2-yl)benzoyl chloride (1.3 g, 6 mmol) portion wise at 0° C. and then stirred at 70° C.... The product is N1=C(C=CC=C1)C1=CC=C(C(=O)Cl)C=C1 (4-(pyridin-2-yl)benzoyl chloride). The reactants are COCCNC1=C(N)C=C(C=C1)C=1OC2=C(N1)C=CC=C2 (2-(2-(2-methoxyethyl)aminoanilin-5-yl)benzoxazole), C(C)=O (acetaldehyde), OOS(=O)[O-].[K+] (oxone), C([O-])([O-])=O.[K+].[K+] (potassium carbonate). Run in CN(C=O)C (dimethylformamide). Run at time 3 hour. The product is O1C(=NC2=C1C=CC=C2)C2=CC1=C(N(C(=N1)C)CCOC)C=C2 (5-(benzoxazol-2-yl)-1-(2-methoxyethyl)-2-methylbenzimidazole). Yield: 38.9%. Reaction SMILES: [CH3:1][O:2][CH2:3][CH2:4][NH:5][C:6]1[CH:12]=[CH:11][C:10]([C:13]2[O:14][C:15]3[CH:21]=[CH:20][CH:19]=[CH:18][C:16]=3[N:17]=2)=[CH:9][C:7]=1[NH2:8].[CH:22](=O)[CH3:23].OOS([O-])=O.[K+].C(=O)([O-])[O-].[K+].[K+]>CN(C)C=O>[O:14]1[C:15]2[CH:21]=[CH:20][CH:19]=[CH:18][C:16]=2[N:17]=[C:13]1[C:10]1[CH:11]=[CH:12][C:6]2[N:5]([CH2:4][CH2:3][O:2][CH3:1])[C:22]([CH3:23])=[N:8][C:7]=2[CH:9]=1 |f:2.3,4.5.6|. Procedure details: To a solution of 2-(2-(2-methoxyethyl)aminoanilin-5-yl)benzoxazole (see Working Example 51-1) (98 mg, 0.346 mmol) in dimethylformamide (2 mL) was added an aqueous solution of acetaldehyde (approx. 90%, 65.1 μL, 1.66 mmol) and oxone (213 mg, 0.346 mmol), and this was stirred at room temperature for 3 hours. After the reaction was complete, aqueous potassium carbonate solution was added, this was filtered and washed with water. The crystals obtained were purified by silica gel column chromatograph...